From a dataset of the Open Reaction Database (ORD), a public repository of structured organic reaction records. describe an organic reaction: reactants, conditions, products, and yield The reactants are ice water, C(C1=CC=CC=C1)(=O)O[C@@H]1C([C@@H]2CCC=3[C@@]4(CC[C@H]([C@@H](CCCC(C)C)C)[C@]4(CCC3[C@]2(CC1)C)C)C#N)(C)C (3β-benzoyloxy-14α-cyano-4,4-dimethyl-5α-cholest-8-ene), C(C1=CC=CC=C1)(=O)O[C@@H]1C([C@@H]2CCC=3[C@@]4(CC[C@H]([C@@H](CCCC(C)C)C)[C@]4(CCC3[C@]2(CC1)C)C)C#N)(C)C (3β-benzoyloxy-14α-cyano-4,4-dimethyl-5α-cholest-8-ene), O (water). Run in [OH-].[K+] (potassium hydroxide). Run at time 30 minute. Yields the product C(#N)[C@]12CC[C@H]([C@@H](CCCC(C)C)C)[C@]2(CCC=2[C@]3(CC[C@@H](C([C@@H]3CCC12)(C)C)O)C)C (14α-cyano-4,4-dimethyl-5α-cholest-8-en-3β-ol). Yield: 90.0%. Reaction SMILES: C([O:9][C@H:10]1[CH2:34][CH2:33][C@@:32]2([CH3:35])[C@@H:12]([CH2:13][CH2:14][C:15]3[C@@:16]4([C:37]#[N:38])[C@:28]([CH3:36])([CH2:29][CH2:30][C:31]=32)[C@@H:19]([C@H:20]([CH3:27])[CH2:21][CH2:22][CH2:23][CH:24]([CH3:26])[CH3:25])[CH2:18][CH2:17]4)[C:11]1([CH3:40])[CH3:39])(=O)C1C=CC=CC=1.O>[OH-].[K+]>[C:37]([C@:16]12[C:15]3[CH2:14][CH2:13][C@@H:12]4[C@:32]([CH3:35])([CH2:33][CH2:34][C@H:10]([OH:9])[C:11]4([CH3:40])[CH3:39])[C:31]=3[CH2:30][CH2:29][C@:28]1([CH3:36])[C@@H:19]([C@H:20]([CH3:27])[CH2:21][CH2:22][CH2:23][CH:24]([CH3:26])[CH3:25])[CH2:18][CH2:17]2)#[N:38] |f:2.3|. Procedure details: 3β-benzoyloxy-14α-cyano-4,4-dimethyl-5α-cholest-8-ene (Compound 16a) (45.3 mg, 83.4 μmol) was dissolved in 1N ethanolic potassium hydroxide (30 mL) containing 5% water at room temperature. The mixture was stirred for 30 min at 50°, poured into ice water (200 mL) and extracted with dichloromethane (3×200 mL). The combined extracts were dried over anhydrous magnesium sulfate and solvent removed by evaporation under reduced pressure. The residue was subjected to MPLC (80 psi, 50 cm×1.2 cm), using 8... Starting materials: COC(=O)C1CC(S(=O)(=O)c2ccccc2Cl)CN1c1cc(C)nn1C1CCSCC1, [Li+], [OH-]. Yields the product Cc1cc(N2CC(S(=O)(=O)c3ccccc3Cl)CC2C(=O)O)n(C2CCSCC2)n1. RXN SMILES: [CH3:1][O:2][C:3](=[O:4])[CH:5]1[N:6]([c:20]2[cH:21][c:22]([CH3:31])[n:23][n:24]2[CH:25]2[CH2:26][CH2:27][S:28][CH2:29][CH2:30]2)[CH2:7][CH:8]([S:10](=[O:11])(=[O:12])[c:13]2[c:14]([Cl:19])[cH:15][cH:16][cH:17][cH:18]2)[CH2:9]1.[Li+:32].[OH-:33]>>[O:2]=[C:3]([OH:4])[CH:5]1[N:6]([c:20]2[cH:21][c:22]([CH3:31])[n:23][n:24]2[CH:25]2[CH2:26][CH2:27][S:28][CH2:29][CH2:30]2)[CH2:7][CH:8]([S:10](=[O:11])(=[O:12])[c:13]2[c:14]([Cl:19])[cH:15][cH:16][cH:17][cH:18]2)[CH2:9]1. Reactants: C(C)OC(C1=C(N=C(C=C1OCC)C)Cl)=O (2-chloro-4-ethoxy-6-methylnicotinic acid ethyl ester), C[O-].[Na+] (NaOMe). Product: C(C)OC(C1=C(N=C(C=C1OC)C)Cl)=O (2-chloro-4-methoxy-6-methylnicotinic acid ethyl ester). As a reaction SMILES: [CH2:1]([O:3][C:4](=[O:16])[C:5]1[C:10]([O:11][CH2:12]C)=[CH:9][C:8]([CH3:14])=[N:7][C:6]=1[Cl:15])[CH3:2].C[O-].[Na+]>>[CH2:1]([O:3][C:4](=[O:16])[C:5]1[C:10]([O:11][CH3:12])=[CH:9][C:8]([CH3:14])=[N:7][C:6]=1[Cl:15])[CH3:2] |f:1.2|. Procedure: This compound was prepared using a method analogous to that of 2-chloro-4-ethoxy-6-methylnicotinic acid ethyl ester (A.2.17.1), NaOMe replacing NaOEt; Starting materials: C[Si](C)(C)N[Si](C)(C)C (HMDS), Cl (HCl), S1CC(=CCC1)C(=O)O (5,6-dihydro-2H-thiopyran-3-carboxylic acid), CCN(C(C)C)C(C)C (DIPEA), CN(C)C(=[N+](C)C)ON1C2=C(C=CC=C2)N=N1.[B-](F)(F)(F)F (TBTU). Solvent: CN(C)C=O (DMF). Conditions: time 30 minute. Yields the product S1CC(=CCC1)C(=O)N (5,6-Dihydro-2H-thiopyran-3-carboxamide). RXN SMILES: [S:1]1[CH2:6][CH2:5][CH:4]=[C:3]([C:7]([OH:9])=O)[CH2:2]1.CC[N:12](C(C)C)C(C)C.CN(C(ON1N=NC2C=CC=CC1=2)=[N+](C)C)C.[B-](F)(F)(F)F.C[Si](N[Si](C)(C)C)(C)C.Cl>CN(C=O)C>[S:1]1[CH2:6][CH2:5][CH:4]=[C:3]([C:7]([NH2:12])=[O:9])[CH2:2]1 |f:2.3|. Reported procedure: To a solution of 5,6-dihydro-2H-thiopyran-3-carboxylic acid (0.84 g, 5.8 mmol) in DMF (29 mL) was added DIPEA (3.4 g, 26 mmol), followed by TBTU (4.1 g, 13 mmol). The resulting mixture was stirred at ambient temperature for 30 minutes, then HMDS (2.1 g, 13 mmol) was added. The mixture was stirred at ambient temperature for 16 hours. The reaction mixture was acidified with 1N aqueous HCl, and extracted with EtOAc (3×). The combined organic extracts were again washed with 1N aqueous HCl, brine, dr... Reactants: diester, C1(=CC=C(C=C1)CC(=O)O)CC(=O)O (2,2′-(1,4-phenylene)diacetic acid), C(C)O (ethanol), Cl (hydrochloric acid). Run in O1CCOCC1 (dioxan). Yields the product C(C)OC(CC1=CC=C(C=C1)CC(=O)O)=O ([4-(2-ethoxy-2-oxoethyl)phenyl]acetic acid). Reaction SMILES: [C:1]1([CH2:11][C:12]([OH:14])=[O:13])[CH:6]=[CH:5][C:4]([CH2:7][C:8]([OH:10])=[O:9])=[CH:3][CH:2]=1.Cl.[CH2:16](O)[CH3:17]>O1CCOCC1>[CH2:16]([O:9][C:8](=[O:10])[CH2:7][C:4]1[CH:3]=[CH:2][C:1]([CH2:11][C:12]([OH:14])=[O:13])=[CH:6][CH:5]=1)[CH3:17]. Procedure: A solution of the diester from preparation 9 (11.8 g,•47.0 mmol) and 2,2′-(1,4-phenylene)diacetic acid (15.73 g, 81.0 mmol) in ethanol (6.14 ml) and dioxan (75 ml) was treated dropwise with 12M hydrochloric acid (1.57 ml, 18.8 mmol). The reaction mixture was stirred at reflux for 18 hours before being allowed to cool and concentrated to low volume. The reaction mixture was diluted with toluene (125 ml) and the resulting slurry filtered. The filtrate was concentrated in vacuo and the residue take... Starting materials: [Al+3], ClCCl, COc1ccccc1OC, [Cl-], [Cl-], [Cl-], O=C(Cl)c1cccc([N+](=O)[O-])c1, O. Product: COc1ccc(C(=O)c2cccc([N+](=O)[O-])c2)cc1OC. RXN SMILES: [Al+3:12].[CH2:28]([Cl:29])[Cl:30].[CH3:1][O:2][c:3]1[cH:4][cH:5][cH:6][cH:7][c:8]1[O:9][CH3:10].[Cl-:11].[Cl-:13].[Cl-:14].[N+:15](=[O:16])([O-:17])[c:18]1[cH:19][c:20]([C:21](=[O:22])[Cl:23])[cH:24][cH:25][cH:26]1.[OH2:27]>>[CH3:1][O:2][c:3]1[cH:4][c:5]([C:21]([c:20]2[cH:19][c:18]([N+:15](=[O:16])[O-:17])[cH:26][cH:25][cH:24]2)=[O:22])[cH:6][cH:7][c:8]1[O:9][CH3:10]. The reactants are O=C(O)c1ccc(Cl)s1, COc1cccc(C(Oc2ccc3c(cnn3-c3ccc(F)cc3)c2)C(C)N)c1. The product is COc1cccc(C(Oc2ccc3c(cnn3-c3ccc(F)cc3)c2)C(C)NC(=O)c2ccc(Cl)s2)c1. As a reaction SMILES: [Cl:30][c:31]1[cH:32][cH:33][c:34]([C:36](=[O:37])[OH:38])[s:35]1.[F:1][c:2]1[cH:3][cH:4][c:5](-[n:8]2[n:9][cH:10][c:11]3[cH:12][c:13]([O:17][CH:18]([CH:19]([CH3:20])[NH2:21])[c:22]4[cH:23][c:24]([O:28][CH3:29])[cH:25][cH:26][cH:27]4)[cH:14][cH:15][c:16]23)[cH:6][cH:7]1>>[F:1][c:2]1[cH:3][cH:4][c:5](-[n:8]2[n:9][cH:10][c:11]3[cH:12][c:13]([O:17][CH:18]([CH:19]([CH3:20])[NH:21][C:36]([c:34]4[cH:33][cH:32][c:31]([Cl:30])[s:35]4)=[O:37])[c:22]4[cH:23][c:24]([O:28][CH3:29])[cH:25][cH:26][cH:27]4)[cH:14][cH:15][c:16]23)[cH:6][cH:7]1.